The task is: describe an organic reaction: reactants, conditions, products, and yield. This data is from the Open Reaction Database (ORD), a public repository of structured organic reaction records. Starting materials: ClC1=CC=C(C(=C1C(=O)O)NC1=CC(=C(C=C1)OC)Cl)[N+](=O)[O-] (6-chloro-2-[(3-chloro-4-methoxyphenyl)amino]-3-nitrobenzoic acid), P(=O)(Cl)(Cl)Cl (phosphorus oxychloride), CN(C1=CC=CC=C1)C (N,N-dimethylaniline). Run in ClCCCl (1,2-dichloroethane). Product: ClC1=CC=C(C=2NC3=CC(=C(C=C3C(C12)=O)OC)Cl)[N+](=O)[O-] (1,6-dichloro-7-methoxy-4-nitro-9(10H)-acridinone). Reaction SMILES: [Cl:1][C:2]1[C:7]([C:8]([OH:10])=O)=[C:6]([NH:11][C:12]2[CH:17]=[CH:16][C:15]([O:18][CH3:19])=[C:14]([Cl:20])[CH:13]=2)[C:5]([N+:21]([O-:23])=[O:22])=[CH:4][CH:3]=1.P(Cl)(Cl)(Cl)=O.CN(C)C1C=CC=CC=1>ClCCCl>[Cl:1][C:2]1[C:7]2[C:8](=[O:10])[C:17]3[C:12](=[CH:13][C:14]([Cl:20])=[C:15]([O:18][CH3:19])[CH:16]=3)[NH:11][C:6]=2[C:5]([N+:21]([O-:23])=[O:22])=[CH:4][CH:3]=1. Reported procedure: A mixture of 17 g of 6-chloro-2-[(3-chloro-4-methoxyphenyl)amino]-3-nitrobenzoic acid, 35 ml of phosphorus oxychloride, 1 ml of N,N-dimethylaniline and 150 ml 1,2-dichloroethane was heated under reflux for 45 minutes. The resulting solid was collected by filtration from the hot reaction mixture and was washed with chloroform to provide 1,6-dichloro-7-methoxy-4-nitro-9(10H)-acridinone, mp 284°-285° C. Starting materials: O=C1CCC(=O)N1Br, CN(C)C=O, Oc1cc(CCl)on1. Yields the product Oc1noc(CCl)c1Br. As a reaction SMILES: [Br:9][N:10]1[C:11](=[O:12])[CH2:13][CH2:14][C:15]1=[O:16].[CH3:17][N:18]([CH3:19])[CH:20]=[O:21].[Cl:1][CH2:2][c:3]1[cH:4][c:5]([OH:8])[n:6][o:7]1>>[Cl:1][CH2:2][c:3]1[c:4]([Br:9])[c:5]([OH:8])[n:6][o:7]1. The reactants are C(CCl)Cl (EDC), Cl.NC=1SC=C(N1)CCCC(=O)O (4-(2-Aminothiazol-4-yl)butanoic acid hydrochloride), CN1CCOCC1 (NMM), FC(C(=O)O)(F)F.C(C)(C)(C)OC([C@H](CNC(CN)=O)NS(=O)(=O)C1=CC=CC=C1)=O (Glycyl-2(S)-phenylsulfonamido-β-alanine t-butyl ester trifluoroacetate salt), C=1C=CC2=C(C1)N=NN2O (HOBT). Solvent: CCOC(=O)C (EtOAc), CN(C)C=O (DMF). Conditions: temperature -15 celsius, time 8 hour. Product: C(C)(C)(C)OC([C@H](CNC(CNC(CCCC=1N=C(SC1)N)=O)=O)NS(=O)(=O)C1=CC=CC=C1)=O (4-(2-Aminothiazol-4-yl)butanoyl-glycyl-2(S)-phenylsulfonamido-β-alanine t-butyl ester). RXN SMILES: Cl.[NH2:2][C:3]1[S:4][CH:5]=[C:6]([CH2:8][CH2:9][CH2:10][C:11]([OH:13])=O)[N:7]=1.FC(F)(F)C(O)=O.[C:21]([O:25][C:26](=[O:44])[C@@H:27]([NH:34][S:35]([C:38]1[CH:43]=[CH:42][CH:41]=[CH:40][CH:39]=1)(=[O:37])=[O:36])[CH2:28][NH:29][C:30](=[O:33])[CH2:31][NH2:32])([CH3:24])([CH3:23])[CH3:22].C1C=CC2N(O)N=NC=2C=1.CN1CCOCC1.C(Cl)CCl>CN(C=O)C.CCOC(C)=O>[C:21]([O:25][C:26](=[O:44])[C@@H:27]([NH:34][S:35]([C:38]1[CH:43]=[CH:42][CH:41]=[CH:40][CH:39]=1)(=[O:37])=[O:36])[CH2:28][NH:29][C:30](=[O:33])[CH2:31][NH:32][C:11](=[O:13])[CH2:10][CH2:9][CH2:8][C:6]1[N:7]=[C:3]([NH2:2])[S:4][CH:5]=1)([CH3:24])([CH3:22])[CH3:23] |f:0.1,2.3|. Reported procedure: Acid 1-4 (300 mg, 1.35 mmol), amine 1-7 (600 mg, 1.37 mmol), HOBT (219 mg, 1.14 mmol) and NMM (445 μL, 4.04 mmol) were combined in 13 mL DMF, cooled to -15° C., and EDC (310 mg, 1.61 mmol) was added. The reaction was warmed to RT, stirred overnight, then diluted with EtOAc, washed with water, sat. NaHCO3, and brine, dried (MgSO4), filtered and concentrated. Flash chromatography (silica, 20% MeOH/EtOAc) provided 1-8 as yellow solid. Reactants: COC(=O)C(N)CCSC, O=C(O)c1ccc(F)cc1-c1ccccc1. The product is COC(=O)C(CCSC)NC(=O)c1ccc(F)cc1-c1ccccc1. RXN SMILES: [CH3:17][O:18][C:19]([CH:20]([NH2:21])[CH2:22][CH2:23][S:24][CH3:25])=[O:26].[F:1][c:2]1[cH:3][c:4](-[c:11]2[cH:12][cH:13][cH:14][cH:15][cH:16]2)[c:5]([C:6](=[O:7])[OH:8])[cH:9][cH:10]1>>[F:1][c:2]1[cH:3][c:4](-[c:11]2[cH:12][cH:13][cH:14][cH:15][cH:16]2)[c:5]([C:6](=[O:8])[NH:21][CH:20]([C:19]([O:18][CH3:17])=[O:26])[CH2:22][CH2:23][S:24][CH3:25])[cH:9][cH:10]1. The reactants are C(C1=CC=CC=C1)OC(NC[C@@H]([C@H](C#CC)O)NC(C(C)C(NC1=CC(=CC=C1)C(F)(F)F)=O)=O)=O ({(2S,3S)-3-hydroxy-2-[2-(3-trifluoromethyl-phenylcarbamoyl)-propionylamino]-hex-4-ynyl}-carbamic acid benzyl ester), resultant solution, CC1=C(C=O)C=CC(=C1)C (2,4-dimethylbenzaldehyde), C(#N)[BH3-].[Na+] (sodium cyanoborohydride). The reagents and catalysts are [Pd] (Pd/C). Run in CO (MeOH). Conditions: time 12 hour. The product is CC1=C(CNC[C@@H]([C@H](CCC)O)NC(C(C(=O)NC2=CC(=CC=C2)C(F)(F)F)C)=O)C=CC(=C1)C (N-{(1S,2S)-1-[(2,4-Dimethyl-benzylamino)-methyl]-2-hydroxy-pentyl}-(2R/S)-2-methyl-N′-(3-trifluoromethyl-phenyl)-malonamide). As a reaction SMILES: C(O[C:9](=O)[NH:10][CH2:11][C@H:12]([NH:18][C:19](=[O:35])[CH:20]([C:22](=[O:34])[NH:23][C:24]1[CH:29]=[CH:28][CH:27]=[C:26]([C:30]([F:33])([F:32])[F:31])[CH:25]=1)[CH3:21])[C@@H:13]([OH:17])[C:14]#[C:15][CH3:16])C1C=CC=CC=1.[CH3:37][C:38]1[CH:45]=[C:44]([CH3:46])[CH:43]=[CH:42][C:39]=1C=O.C([BH3-])#N.[Na+]>CO.[Pd]>[CH3:37][C:38]1[CH:45]=[C:44]([CH3:46])[CH:43]=[CH:42][C:39]=1[CH2:9][NH:10][CH2:11][C@H:12]([NH:18][C:19](=[O:35])[CH:20]([CH3:21])[C:22]([NH:23][C:24]1[CH:29]=[CH:28][CH:27]=[C:26]([C:30]([F:31])([F:32])[F:33])[CH:25]=1)=[O:34])[C@@H:13]([OH:17])[CH2:14][CH2:15][CH3:16] |f:2.3|. Procedure details: A solution of {(2S,3S)-3-hydroxy-2-[2-(3-trifluoromethyl-phenylcarbamoyl)-propionylamino]-hex-4-ynyl}-carbamic acid benzyl ester (40 mg, 0.08 mmol) in MeOH (2 mL) was charged with 5% Pd/C, Degussa style (8 mg), stirred under H2 (1 atm) for 12 h at RT, filtered, and concentrated in vacuo. The residue was dissolved in MeOH (2 mL). The resultant solution was charged sequentially with 2,4-dimethylbenzaldehyde (0.009 mL, 0.06 mmol) and sodium cyanoborohydride (5 mg, 0.08 mmol), stirred for 12 h at RT... The reactants are COC1=CC=C(CN2C3=NC=NC(=C3N=C2)C=2C(=NC=CC2)OC2=C3C=CN=C(C3=CC=C2C)NC2=CC=C(C=C2)Cl)C=C1 (5-(3-(9-(4-methoxybenzyl)-9H-purin-6-yl)pyridin-2-yloxy)-N-(4-chlorophenyl)-6-methylisoquinolin-1-amine). Solvent: C(=O)(C(F)(F)F)O (TFA). Yields the product N1=CN=C2NC=NC2=C1C=1C(=NC=CC1)OC1=C2C=CN=C(C2=CC=C1C)NC1=CC=C(C=C1)Cl (5-(3-(9H-purin-6-yl)pyridin-2-yloxy)-N-(4-chlorophenyl)-6-methylisoquinolin-1-amine). Reaction SMILES: COC1C=CC(C[N:8]2[CH:16]=[N:15][C:14]3[C:9]2=[N:10][CH:11]=[N:12][C:13]=3[C:17]2[C:18]([O:23][C:24]3[C:33]([CH3:34])=[CH:32][CH:31]=[C:30]4[C:25]=3[CH:26]=[CH:27][N:28]=[C:29]4[NH:35][C:36]3[CH:41]=[CH:40][C:39]([Cl:42])=[CH:38][CH:37]=3)=[N:19][CH:20]=[CH:21][CH:22]=2)=CC=1>C(O)(C(F)(F)F)=O>[N:12]1[C:13]([C:17]2[C:18]([O:23][C:24]3[C:33]([CH3:34])=[CH:32][CH:31]=[C:30]4[C:25]=3[CH:26]=[CH:27][N:28]=[C:29]4[NH:35][C:36]3[CH:41]=[CH:40][C:39]([Cl:42])=[CH:38][CH:37]=3)=[N:19][CH:20]=[CH:21][CH:22]=2)=[C:14]2[C:9]([NH:8][CH:16]=[N:15]2)=[N:10][CH:11]=1. Procedure: A solution of 5-(3-(9-(4-methoxybenzyl)-9H-purin-6-yl)pyridin-2-yloxy)-N-(4-chlorophenyl)-6-methylisoquinolin-1-amine (0.22 g, 0.37 mmol) in TFA (5 mL) was stirred in a 65° C. oil bath for 3.5 h. The TFA was removed in vacuo and the residue was dissolved in MeOH (50 mL) and 2 M NH3 in MeOH (50 mL) and adsorbed onto a pad of silica gel. The crude product was chromatographed through a Redi-Sep® pre-packed silica gel column (12 g), eluting with a gradient of 1% to 8% 1 M NH3.MeOH in CH2Cl2 (over 20... Starting materials: CC1=C2C=CC(NC2=NC(=C1)C)=O (5,7-dimethyl-1,8-naphthyridin-2(1H)-one), ClCCN1C(C=2C(C1=O)=CC=CC2)=O (N-(2-chloroethyl) phthalimide), suspension, [H-].[Na+] (sodium hydride). Run in CN(C=O)C (dimethylformamide), CN(C=O)C (dimethyl formamide). Reaction conditions: time 0.5 hour. Product: C1(C=2C(C(N1CCN1C(C=CC3=C(C=C(N=C13)C)C)=O)=O)=CC=CC2)=O (1-(2-phthalimidoethyl)-5,7-dimethyl-1,8-naphthyridin-2(1H)-one). As a reaction SMILES: [CH3:1][C:2]1[CH:11]=[C:10]([CH3:12])[N:9]=[C:8]2[C:3]=1[CH:4]=[CH:5][C:6](=[O:13])[NH:7]2.[H-].[Na+].Cl[CH2:17][CH2:18][N:19]1[C:23](=[O:24])[C:22]2=[CH:25][CH:26]=[CH:27][CH:28]=[C:21]2[C:20]1=[O:29]>CN(C)C=O>[C:20]1(=[O:29])[N:19]([CH2:18][CH2:17][N:7]2[C:8]3[C:3](=[C:2]([CH3:1])[CH:11]=[C:10]([CH3:12])[N:9]=3)[CH:4]=[CH:5][C:6]2=[O:13])[C:23](=[O:24])[C:22]2=[CH:25][CH:26]=[CH:27][CH:28]=[C:21]12 |f:1.2|. Procedure details: To a suspension of 5,7-dimethyl-1,8-naphthyridin-2(1H)-one (3.5 g., 0.02 mole) in 25 ml. of dry dimethyl formamide under nitrogen atmosphere is added a 57% suspension of sodium hydride in mineral oil (0.84 g., 0.02 mole). This mixture is stirred at room temperature for 1/2 hour. A mixture of N-(2-chloroethyl) phthalimide (4.6 g., 0.022 mole) in 25 ml. of dry dimethylformamide is added to the first suspension. The mixture is stirred at steam bath temperature for 16 hours. On cooling, it is filter...